Dataset: the Open Reaction Database (ORD), a public repository of structured organic reaction records. Task: describe an organic reaction: reactants, conditions, products, and yield Reaction SMILES: [N:1]1([C:8]2[N:9]([C:19]3[CH:24]=[CH:23][CH:22]=[CH:21][CH:20]=3)[C:10]3[C:15]([C:16]=2[CH:17]=[O:18])=[CH:14][CH:13]=[CH:12][CH:11]=3)[CH2:7][CH2:6][CH2:5][NH:4][CH2:3][CH2:2]1.[CH2:25]([CH:27]1[O:29][CH2:28]1)Br.C(=O)([O-])[O-].[K+].[K+]>C(#N)C>[O:29]1[CH2:28][CH:27]1[CH2:25][N:4]1[CH2:5][CH2:6][CH2:7][N:1]([C:8]2[N:9]([C:19]3[CH:24]=[CH:23][CH:22]=[CH:21][CH:20]=3)[C:10]3[C:15]([C:16]=2[CH:17]=[O:18])=[CH:14][CH:13]=[CH:12][CH:11]=3)[CH2:2][CH2:3]1 |f:2.3.4|. Starting materials: N1(CCNCCC1)C=1N(C2=CC=CC=C2C1C=O)C1=CC=CC=C1 (2-[1,4]diazepan-1-yl-1-phenyl-1H-indole-3-carboxaldehyde), C(Br)C1CO1 (epibromohydrin), C([O-])([O-])=O.[K+].[K+] (potassium carbonate). The solvent is C(C)#N (acetonitrile). Yield: 41.0%. Yields the product O1C(C1)CN1CCN(CCC1)C=1N(C2=CC=CC=C2C1C=O)C1=CC=CC=C1 (2-(4-oxiranylmethyl-[1,4]diazepan-1-yl)-1-phenyl-1H-indole-3-carboxaldehyde). Reported procedure: A solution of 2-[1,4]diazepan-1-yl-1-phenyl-1H-indole-3-carboxaldehyde (438 mg, 1.37 mmol), epibromohydrin (188 mg, 1.37 mmol) and potassium carbonate (758 mg, 5.49 mmol) in acetonitrile (20 mL) is refluxed for 2.5 hr. The reaction mixture is cooled, the solvent is removed and the residue is purified by chromatography eluting with dichloromethane-1 to 5% methanol. Fractions containing product are combined and concentrated to afford 2-(4-oxiranylmethyl-[1,4]diazepan-1-yl)-1-phenyl-1H-indole-3-car...